This data is from the Open Reaction Database (ORD), a public repository of structured organic reaction records. The task is: describe an organic reaction: reactants, conditions, products, and yield Starting materials: C(C1=CC=CC=C1)OC=1C(C(=CN2C1C(N(CC2)CC2=CC(=CC=C2)Cl)=O)C(C(C)(C)C)=O)=O (9-Benzyloxy-2-(3-chlorobenzyl)-7-(2,2-dimethylpropionyl)-3,4-dihydro-2H-pyrido[1,2-a]pyrazine-1,8-dione). The solvent is FC(C(=O)O)(F)F (trifluoroacetic acid). Reaction conditions: time 1 hour. The product is Cl.ClC=1C=C(CN2C(C=3N(CC2)C=C(C(C3O)=O)C(C(C)(C)C)=O)=O)C=CC1 (2-(3-chlorobenzyl)-7-(2,2-dimethylpropionyl)-9-hydroxy-3,4-dihydro-2H-pyrido[1,2-a]pyrazine-1,8-dione hydrochloride). Isolated yield 134.1%. RXN SMILES: C([O:8][C:9]1[C:10](=[O:34])[C:11]([C:28](=[O:33])[C:29]([CH3:32])([CH3:31])[CH3:30])=[CH:12][N:13]2[CH2:18][CH2:17][N:16]([CH2:19][C:20]3[CH:25]=[CH:24][CH:23]=[C:22]([Cl:26])[CH:21]=3)[C:15](=[O:27])[C:14]=12)C1C=CC=CC=1>FC(F)(F)C(O)=O>[ClH:26].[Cl:26][C:22]1[CH:21]=[C:20]([CH:25]=[CH:24][CH:23]=1)[CH2:19][N:16]1[CH2:17][CH2:18][N:13]2[CH:12]=[C:11]([C:28](=[O:33])[C:29]([CH3:31])([CH3:32])[CH3:30])[C:10](=[O:34])[C:9]([OH:8])=[C:14]2[C:15]1=[O:27] |f:2.3|. Procedure: 9-Benzyloxy-2-(3-chlorobenzyl)-7-(2,2-dimethylpropionyl)-3,4-dihydro-2H-pyrido[1,2-a]pyrazine-1,8-dione (43 mg) was dissolved in trifluoroacetic acid (2 ml) and the mixture was stirred at room temperature for 1 hr. The solvent was evaporated and toluene was added, and the mixture was concentrated again. Subsequently, a suitable amount of hydrochloric acid/ethyl acetate solution was added, and the mixture was concentrated again. Ethyl acetate (0.6 ml)-diisopropyl ether (1 ml) was added to the obt... Starting materials: CO, CC(=O)Cl, Cc1ccc(C(=O)O)cc1[N+](=O)[O-]. Yields the product COC(=O)c1ccc(C)c([N+](=O)[O-])c1. Reaction SMILES: [CH3:18][OH:19].[CH3:1][C:2](=[O:3])[Cl:4].[CH3:5][c:6]1[c:7]([N+:15](=[O:16])[O-:17])[cH:8][c:9]([C:10](=[O:11])[OH:12])[cH:13][cH:14]1>>[CH3:1][O:12][C:10]([c:9]1[cH:8][c:7]([N+:15](=[O:16])[O-:17])[c:6]([CH3:5])[cH:14][cH:13]1)=[O:11]. Reactants: ClCCl (dichloromethane), [BH4-].[Na+] (Sodium borohydride), ClC=1C=NC2=CC=C(C=C2C1CC=O)OC ((3-chloro-6-methoxy-quinolin-4-yl)-acetaldehyde), CC(=O)C (acetone). Solvent: CO (methanol), C(C)O (ethanol). Run at temperature 0 celsius, time 1 hour. The product is ClC=1C=NC2=CC=C(C=C2C1CCO)OC (2-(3-chloro-6-methoxy-quinolin-4-yl)-ethanol). Yield: 99.8%. Reaction SMILES: [BH4-].[Na+].[Cl:3][C:4]1[CH:5]=[N:6][C:7]2[C:12]([C:13]=1[CH2:14][CH:15]=[O:16])=[CH:11][C:10]([O:17][CH3:18])=[CH:9][CH:8]=2.CC(C)=O.ClCCl>C(O)C.CO>[Cl:3][C:4]1[CH:5]=[N:6][C:7]2[C:12]([C:13]=1[CH2:14][CH2:15][OH:16])=[CH:11][C:10]([O:17][CH3:18])=[CH:9][CH:8]=2 |f:0.1|. Reported procedure: Sodium borohydride (2.09 g, 55.2 mmol, 1.0 eq) is added portionwise at 0° C. to a stirred suspension of (3-chloro-6-methoxy-quinolin-4-yl)-acetaldehyde (13.0 g, 55.2 mmol, 1.0 eq) in ethanol (200 mL). After 1 hour stirring at 0° C., acetone (50 mL) is added to quench the reaction. Solvents are removed and the resulting crude product is purified by column chromatography (silica gel, eluent: dichloromethane:methanol, 50:1, v/v) to afford 2-(3-chloro-6-methoxy-quinolin-4-yl)-ethanol as a yellow sol... Reactants: 3-(2-Pyrrolidinylethyl)-5-(3,4,6-trimethoxyglucal-1-yl)-1-benzoylindole, BrC=1C=C2C(=CN(C2=CC1)C(C1=CC=CC=C1)=O)CCN1CCCC1 (5-bromo-3-(2-pyrrolidinylethyl)-1-benzoylindole), C(CCC)[Sn](C=1O[C@@H]([C@H]([C@@H](C1)OOC)OOC)COOC)(CCCC)CCCC (1-Tributylstannyl-tri-O-methoxy-D-glucal). Yields the product O1C(CCC=C1)C=1C=C2C(=CN(C2=CC1)C(C1=CC=CC=C1)=O)C1CN(CC1)C (5-(2,3-Dihydropyran-2-yl)-3-(N-methylpyrrolidin-3-yl)-1-benzoylindole). Reaction SMILES: BrC1[CH:3]=[C:4]2[C:8](=[CH:9][CH:10]=1)[N:7]([C:11](=[O:18])[C:12]1[CH:17]=[CH:16][CH:15]=[CH:14][CH:13]=1)[CH:6]=[C:5]2[CH2:19][CH2:20][N:21]1[CH2:25]C[CH2:23][CH2:22]1.C([Sn](CCCC)(CCCC)[C:31]1[O:32][C@H:33]([CH2:43]OOC)[C@@H:34](OOC)[C@H:35](OOC)[CH:36]=1)CCC>>[O:32]1[CH:31]=[CH:36][CH2:35][CH2:34][CH:33]1[C:43]1[CH:3]=[C:4]2[C:8](=[CH:9][CH:10]=1)[N:7]([C:11](=[O:18])[C:12]1[CH:17]=[CH:16][CH:15]=[CH:14][CH:13]=1)[CH:6]=[C:5]2[CH:19]1[CH2:23][CH2:22][N:21]([CH3:25])[CH2:20]1. Reported procedure: 3-(2-Pyrrolidinylethyl)-5-(3,4,6-trimethoxyglucal-1-yl)-1-benzoylindole: (80%), from 5-bromo-3-(2-pyrrolidinylethyl)-1-benzoylindole (Example 5c) and 2-tributylstannyl-tri-O-methoxy-D-glucal (Example 8). Reactants: COC(C(C(C1=C(C(=CC=C1)C)C)Cl)=O)=O (3-chloro-3-(2,3-dimethyl-phenyl)-2-oxo-propionic acid methyl ester), C(C)(=S)N (thioacetamide). Product: COC(=O)C=1N=C(SC1C1=C(C(=CC=C1)C)C)C (5-(2,3-Dimethyl-phenyl)-2-methyl-thiazole-4-carboxylic Acid Methyl Ester). As a reaction SMILES: [CH3:1][O:2][C:3](=[O:16])[C:4](=O)[CH:5](Cl)[C:6]1[CH:11]=[CH:10][CH:9]=[C:8]([CH3:12])[C:7]=1[CH3:13].[C:17]([NH2:20])(=[S:19])[CH3:18]>>[CH3:1][O:2][C:3]([C:4]1[N:20]=[C:17]([CH3:18])[S:19][C:5]=1[C:6]1[CH:11]=[CH:10][CH:9]=[C:8]([CH3:12])[C:7]=1[CH3:13])=[O:16]. Procedure details: prepared by reaction of 3-chloro-3-(2,3-dimethyl-phenyl)-2-oxo-propionic acid methyl ester with thioacetamide. LC-MS: tR=0.95 min; [M+H]+=262.3. Reaction SMILES: [NH2:1][CH2:2][CH2:3][CH2:4][CH:5]1[CH2:6][CH2:7][C:8]([c:11]2[cH:12][cH:13][cH:14][cH:15][cH:16]2)([N:17]([CH3:18])[CH3:19])[CH2:9][CH2:10]1.[O:41]1[CH2:42][CH2:43][O:44][CH2:45][CH2:46]1.[c:20]1([O:26][C:27](=[O:21])[NH:28][CH2:29][CH2:30][c:31]2[cH:32][nH:33][c:34]3[cH:35][cH:36][cH:37][cH:38][c:39]23)[cH:22][cH:23][cH:24][cH:25][cH:40]1>>[NH:1]([CH2:2][CH2:3][CH2:4][CH:5]1[CH2:6][CH2:7][C:8]([c:11]2[cH:12][cH:13][cH:14][cH:15][cH:16]2)([N:17]([CH3:18])[CH3:19])[CH2:9][CH2:10]1)[C:27](=[O:26])[NH:28][CH2:29][CH2:30][c:31]1[cH:32][nH:33][c:34]2[cH:35][cH:36][cH:37][cH:38][c:39]12. Yields the product CN(C)C1(c2ccccc2)CCC(CCCNC(=O)NCCc2c[nH]c3ccccc23)CC1. Starting materials: CN(C)C1(c2ccccc2)CCC(CCCN)CC1, C1COCCO1, O=C(NCCc1c[nH]c2ccccc12)Oc1ccccc1. Starting materials: O (water), ice water, B(Br)(Br)Br (BBr3), ester, [OH-].[Na+] (NaOH), [OH-].[Na+] (NaOH), Cl.COC1=C(C(=O)OC)C=C(C(=C1)N)Cl (methyl 2-methoxy-4-amino-5-chlorobenzoate hydrochloride). The solvent is C(Cl)Cl (CH2Cl2), C(Cl)Cl (methylene chloride). Reaction conditions: temperature 25 celsius. Product: NC=1C=C(C(C(=O)O)=CC1Cl)O (4-amino-5-chlorosalicylic acid). As a reaction SMILES: Cl.C[O:3][C:4]1[CH:13]=[C:12]([NH2:14])[C:11]([Cl:15])=[CH:10][C:5]=1[C:6]([O:8]C)=[O:7].B(Br)(Br)Br.[OH-].[Na+].O>C(Cl)Cl>[NH2:14][C:12]1[CH:13]=[C:4]([OH:3])[C:5](=[CH:10][C:11]=1[Cl:15])[C:6]([OH:8])=[O:7] |f:0.1,3.4|. Procedure: A suspension of 37 g (0.15 mol) of methyl 2-methoxy-4-amino-5-chlorobenzoate hydrochloride in 500 ml methylene chloride is stirred at 25° C. To this is added 600 ml (0.60 mol) of BBr3 in CH2Cl2 gradually until the ester dissolves. After 24 hours stirring a ppt. forms on the side of the flask. This mixture is poured into rapidly stirring ice water (700 ml). Aqueous NaOH (5.5N, 600 ml) is poured in to the flask to dissolve the ppt. The water organic layer forms a ppt. and this mixture is stirred a... Starting materials: O=C1CCC(c2c[nH]c3cc(F)ccc23)CC1, FC(F)(F)c1cccc(N2CCCNCC2)c1. Yields the product Fc1ccc2c(C3CCC(N4CCCN(c5cccc(C(F)(F)F)c5)CC4)CC3)c[nH]c2c1. RXN SMILES: [F:18][c:19]1[cH:20][cH:21][c:22]2[c:23]([CH:28]3[CH2:29][CH2:30][C:31](=[O:34])[CH2:32][CH2:33]3)[cH:24][nH:25][c:26]2[cH:27]1.[F:1][C:2]([c:3]1[cH:4][c:5]([N:9]2[CH2:10][CH2:11][NH:12][CH2:13][CH2:14][CH2:15]2)[cH:6][cH:7][cH:8]1)([F:16])[F:17]>>[F:1][C:2]([c:3]1[cH:4][c:5]([N:9]2[CH2:10][CH2:11][N:12]([CH:31]3[CH2:30][CH2:29][CH:28]([c:23]4[c:22]5[cH:21][cH:20][c:19]([F:18])[cH:27][c:26]5[nH:25][cH:24]4)[CH2:33][CH2:32]3)[CH2:13][CH2:14][CH2:15]2)[cH:6][cH:7][cH:8]1)([F:16])[F:17]. Starting materials: COc1cn(-c2cccc(Br)c2F)nc(-c2ccnn2-c2ccccc2)c1=O, C1COCCO1, Cl, FC(F)(F)C1CCNC1, O=C(C=Cc1ccccc1)C=Cc1ccccc1, O=C(C=Cc1ccccc1)C=Cc1ccccc1, O=C(C=Cc1ccccc1)C=Cc1ccccc1, [Pd], [Pd]. Yields the product COc1cn(-c2cccc(N3CCC(C(F)(F)F)C3)c2F)nc(-c2ccnn2-c2ccccc2)c1=O. Reaction SMILES: [Br:1][c:2]1[c:3]([F:28])[c:4](-[n:8]2[n:9][c:10](-[c:17]3[cH:18][cH:19][n:20][n:21]3-[c:22]3[cH:23][cH:24][cH:25][cH:26][cH:27]3)[c:11](=[O:16])[c:12]([O:14][CH3:15])[cH:13]2)[cH:5][cH:6][cH:7]1.[CH2:39]1[O:40][CH2:41][CH2:42][O:43][CH2:44]1.[ClH:29].[F:30][C:31]([CH:32]1[CH2:33][NH:34][CH2:35][CH2:36]1)([F:37])[F:38].[O:47]=[C:48]([CH:49]=[CH:50][c:51]1[cH:52][cH:53][cH:54][cH:55][cH:56]1)[CH:57]=[CH:58][c:59]1[cH:60][cH:61][cH:62][cH:63][cH:64]1.[O:65]=[C:66]([CH:67]=[CH:68][c:69]1[cH:70][cH:71][cH:72][cH:73][cH:74]1)[CH:75]=[CH:76][c:77]1[cH:78][cH:79][cH:80][cH:81][cH:82]1.[O:83]=[C:84]([CH:85]=[CH:86][c:87]1[cH:88][cH:89][cH:90][cH:91][cH:92]1)[CH:93]=[CH:94][c:95]1[cH:96][cH:97][cH:98][cH:99][cH:100]1.[Pd:45].[Pd:46]>>[c:2]1([N:34]2[CH2:33][CH:32]([C:31]([F:30])([F:37])[F:38])[CH2:36][CH2:35]2)[c:3]([F:28])[c:4](-[n:8]2[n:9][c:10](-[c:17]3[cH:18][cH:19][n:20][n:21]3-[c:22]3[cH:23][cH:24][cH:25][cH:26][cH:27]3)[c:11](=[O:16])[c:12]([O:14][CH3:15])[cH:13]2)[cH:5][cH:6][cH:7]1.